This data is from the Open Reaction Database (ORD), a public repository of structured organic reaction records. The task is: describe an organic reaction: reactants, conditions, products, and yield Starting materials: SbCl5, OCC(O)CO (glycerol), C1CO1 (ethylene oxide), C1C(C)O1 (propylene oxide). The reagents and catalysts are SbCl5. Product: OCC(O)CO.C1CO1.C1C(C)O1 (glycerol ethylene oxide propylene oxide). Reaction SMILES: [OH:1][CH2:2][CH:3]([CH2:5][OH:6])[OH:4].[CH2:7]1[O:9][CH2:8]1.[CH2:10]1[O:13][CH:11]1[CH3:12]>>[OH:1][CH2:2][CH:3]([CH2:5][OH:6])[OH:4].[CH2:8]1[O:9][CH2:7]1.[CH2:10]1[O:13][CH:11]1[CH3:12] |f:3.4.5|. Procedure: A glycerol-ethylene oxide-propylene oxide mixed oxyalkylate is prepared using SbCl5 catalysis by first charging a stirred autoclave with 92 g (1.0 mol) of dry glycerol and admixing, under an atmosphere of N2, 1.3 g of SbCl5 as catalyst at 40° to 60° C. To this mixture is metered in a mixture of 264 g of ethylene oxide (6.0 mol) and 264 g of propylene oxide (4.5 mol) at 60° to 80° C. in the course of 5 hours. The oxyalkylation reaction is further carried out as in Example 1. Starting materials: ClC=1C=C2C=C(NC2=CC1)C(=O)OCC (ethyl 5-chloroindole-2-carboxylate), [Mg] (magnesium), [Mg] (magnesium). Product: COC(=O)C1NC2=CC=C(C=C2C1)Cl (5-Chloroindoline-2(R/S)-carboxylic acid methyl ester). Reaction SMILES: [Cl:1][C:2]1[CH:3]=[C:4]2[C:8](=[CH:9][CH:10]=1)[NH:7][C:6]([C:11]([O:13][CH2:14]C)=[O:12])=[CH:5]2.[Mg]>>[CH3:14][O:13][C:11]([CH:6]1[CH2:5][C:4]2[C:8](=[CH:9][CH:10]=[C:2]([Cl:1])[CH:3]=2)[NH:7]1)=[O:12]. Procedure details: This compound was prepared from ethyl 5-chloroindole-2-carboxylate as described in example 1. However this time 5-6 equivalence of magnesium turnings were used instead of 2-3 eq. of magnesium turnings. Starting materials: C=CC(C)=C (isoprene), C=CC1=CC=CC=C1 (styrene), C=CC(C)=C.C=CC1=CC=CC=C1 (styrene-isoprene), solution, C(C)(CC)[Li] (sec-butyllithium), C=CC1=CC=CC=C1 (styrene), C=CC(C)=C (isoprene). Solvent: C1CCCCC1 (cyclohexane), C1CCCCC1 (cyclohexane). Run at temperature 60 celsius, time 40 minute. Yields the product C=CC1=CC=CC=C1.C=CC(C)=C.C=CC1=CC=CC=C1 (styrene-isoprene-styrene). RXN SMILES: [CH2:1]=[CH:2][C:3]1[CH:8]=[CH:7][CH:6]=[CH:5][CH:4]=1.C([Li])(CC)C.[CH2:14]=[CH:15][C:16](=[CH2:18])[CH3:17].C=CC(=C)C.[CH2:24]=[CH:25][C:26]1[CH:31]=[CH:30][CH:29]=[CH:28][CH:27]=1>C1CCCCC1>[CH2:1]=[CH:2][C:3]1[CH:8]=[CH:7][CH:6]=[CH:5][CH:4]=1.[CH2:14]=[CH:15][C:16](=[CH2:17])[CH3:18].[CH2:24]=[CH:25][C:26]1[CH:31]=[CH:30][CH:29]=[CH:28][CH:27]=1 |f:3.4,6.7.8|. Reported procedure: To a 2.6 liter autoclave were charged 1900 ml of cyclohexane and 88.1 gm of styrene monomer. The mixture was heated to 60° C. and 3.7 ml of a 1.4 molar solution of sec-butyllithium initiator in cyclohexane was added. After 40 minutes, when analysis of the reaction mixture indicated that polymerization of the styrene monomer was complete, the reaction temperature was reduced to 50° C., and 116.7 gm of isoprene was added. After 45 minutes, no unreacted isoprene was detected. The living styrene-iso... Reactants: COC1=CC=C(C=C1)C=1C=NC(=NC1)NC=1C=C(C=CC1)NC(=O)N1CCN(CC1)C (N-(3-(5-(4-methoxyphenyl)pyrimidin-2-ylamino)phenyl)-4-methylpiperazine-1-carboxamide), ClC(Cl)(OC(OC(Cl)(Cl)Cl)=O)Cl (triphosgene), CN1CCNCC1 (1-methylpiperazine), COC1=CC=C(C=C1)C=1C=NC(=NC1)NC1=CC(=CC=C1)N (N1-(5-(4-methoxyphenyl)pyrimidin-2-yl)benzene-1,3-diamine), C(C)(C)N(CC)C(C)C (diisopropylethylamine). Solvent: C1CCOC1 (THF). Reaction conditions: time 30 minute. The product is COC1=CC=C(C=C1)N(C=1C=CC=C(C1)C1CN(CCN1C)C(=O)N)C1=NC=CC=N1 (3-(5-(4-methoxyphenylpyrimidin-2-ylamino)phenyl)-4-methylpiperazine-1-carboxamide). Yield: 50.0%. Reaction SMILES: COC1C=CC([C:9]2[CH:10]=[N:11][C:12]([NH:15][C:16]3[CH:17]=[C:18](NC(N4CCN(C)CC4)=O)[CH:19]=[CH:20][CH:21]=3)=[N:13][CH:14]=2)=CC=1.[CH3:32][O:33][C:34]1[CH:39]=[CH:38][C:37](C2C=NC(NC3C=CC=C(N)C=3)=NC=2)=[CH:36][CH:35]=1.C([N:57](C(C)C)CC)(C)C.ClC(Cl)(O[C:67](=[O:73])OC(Cl)(Cl)Cl)Cl.[CH3:75][N:76]1[CH2:81][CH2:80][NH:79][CH2:78][CH2:77]1>C1COCC1>[CH3:32][O:33][C:34]1[CH:35]=[CH:36][C:37]([N:15]([C:12]2[N:13]=[CH:14][CH:9]=[CH:10][N:11]=2)[C:16]2[CH:21]=[CH:20][CH:19]=[C:18]([CH:81]3[N:76]([CH3:75])[CH2:77][CH2:78][N:79]([C:67]([NH2:57])=[O:73])[CH2:80]3)[CH:17]=2)=[CH:38][CH:39]=1. Procedure details: N-(3-(5-(4-methoxyphenyl)pyrimidin-2-ylamino)phenyl)-4-methylpiperazine-1-carboxamide can be prepared by the following procedure. To a solution of N1-(5-(4-methoxyphenyl)pyrimidin-2-yl)benzene-1,3-diamine (0.34 mmol) (From Example 5av) in THF (7 mL) are added diisopropylethylamine (0.75 mmol) and triphosgene (0.10 mmol). After stirring for 30 min at rt, 1-methylpiperazine (1.02 mmol) is added and stirring is continued for 1 h. The reaction is partitioned between dichloromethane and water. The or... Starting materials: ClC1=CC=C(C#N)C=C1 (p-chlorobenzonitrile), Cl (hydrogen chloride), C(C)O (ethanol). Yields the product Cl.ClC1=CC=C(C(OCC)=N)C=C1 (Ethyl 4-chlorobenzimidate hydrochloride), target compound. Isolated yield 90.0%. RXN SMILES: [Cl:1][C:2]1[CH:9]=[CH:8][C:5]([C:6]#[N:7])=[CH:4][CH:3]=1.Cl.[CH2:11]([OH:13])[CH3:12]>>[ClH:1].[Cl:1][C:2]1[CH:9]=[CH:8][C:5]([C:6](=[NH:7])[O:13][CH2:11][CH3:12])=[CH:4][CH:3]=1 |f:3.4|. Procedure details: Ethyl 4-chlorobenzimidate hydrochloride was synthesized in the same manner as in Reference Example 2. That is, p-chlorobenzonitrile (25.6 g, 0.186 mol) was reacted with hydrogen chloride in ethanol (250 mL) to give 36.8 g (90%) of the target compound as colorless crystals. The reactants are BrC(C(=O)N)C1=CC=CC=C1 (2-Bromo-2-phenylacetamide), O (water), [H-].[Na+] (Sodium hydride), FC=1C=CC(=NC1)NS(=O)(=O)C1=CC=C(C=C1)C (N-(5-fluoropyridin-2-yl)-4-methylbenzenesulfonamide). The solvent is CN(C=O)C (N,N-dimethylformamide). Run at temperature 0 celsius, time 15 minute. Product: FC=1C=CC(N(C1)C(C(=O)N)C1=CC=CC=C1)=NS(=O)(=O)C1=CC=C(C)C=C1 (2-(5-fluoro-2-(tosylimino)pyridin-1(2H)-yl)-2-phenylacetamide), ethyl acetate hexanes. Isolated yield 50.0%. RXN SMILES: [H-].[Na+].[F:3][C:4]1[CH:5]=[CH:6][C:7]([NH:10][S:11]([C:14]2[CH:19]=[CH:18][C:17]([CH3:20])=[CH:16][CH:15]=2)(=[O:13])=[O:12])=[N:8][CH:9]=1.Br[CH:22]([C:26]1[CH:31]=[CH:30][CH:29]=[CH:28][CH:27]=1)[C:23]([NH2:25])=[O:24].O>CN(C)C=O>[F:3][C:4]1[CH:5]=[CH:6][C:7](=[N:10][S:11]([C:14]2[CH:19]=[CH:18][C:17]([CH3:20])=[CH:16][CH:15]=2)(=[O:13])=[O:12])[N:8]([CH:22]([C:26]2[CH:31]=[CH:30][CH:29]=[CH:28][CH:27]=2)[C:23]([NH2:25])=[O:24])[CH:9]=1 |f:0.1|. Procedure details: Sodium hydride (0.040 g, 0.0017 mol) was suspended in N,N-dimethylformamide (15 mL) and was cooled at 0° C. N-(5-fluoropyridin-2-yl)-4-methylbenzenesulfonamide (compound a, 0.37 g, 0.0014 mol) was added and was stirred for 15 minutes. 2-Bromo-2-phenylacetamide h (0.3 g, 0.001 mol) was added then the reaction was warmed to room temperature and was stirred for 24 hours. The reaction was poured into water and extracted with ethyl acetate (3×50 mL) then dried then chromatographed on silica (50% ethy...